Dataset: the Open Reaction Database (ORD), a public repository of structured organic reaction records. Task: describe an organic reaction: reactants, conditions, products, and yield Starting materials: NCCN, O=C1CCCCC1, [Pt]. The product is NCCNC1CCCCC1. Reaction SMILES: [NH2:1][CH2:2][CH2:3][NH2:4].[O:5]=[C:6]1[CH2:7][CH2:8][CH2:9][CH2:10][CH2:11]1.[Pt:12]>>[NH:1]([CH2:2][CH2:3][NH2:4])[CH:6]1[CH2:7][CH2:8][CH2:9][CH2:10][CH2:11]1.